From a dataset of the Open Reaction Database (ORD), a public repository of structured organic reaction records. describe an organic reaction: reactants, conditions, products, and yield Reactants: OC1=CC=2C=3C4=C(C(=CC3NC2C=C1)C1=C(C=CC=C1)SC)C(NC4=O)=O (9-hydroxy-4-[2-(methylsulfanyl)phenyl]pyrrolo[3,4-c]carbazole-1,3(2H,6H)-dione), C1(=CC=CC=C1)S(=O)(=O)N1OC1C1=CC=CC=C1 (2-phenylsulfonyl-3-phenyloxaziridine). Run in C1CCOC1 (THF). Reaction conditions: temperature 20 celsius, time 2.5 hour. Yields the product OC1=CC=2C=3C4=C(C(=CC3NC2C=C1)C1=C(C=CC=C1)S(=O)C)C(NC4=O)=O (9-Hydroxy-4-[2-(methylsulfinyl)phenyl]pyrrolo[3,4-c]carbazole-1,3(2H,6H)-dione). Isolated yield 86.0%. Reaction SMILES: [OH:1][C:2]1[CH:14]=[CH:13][C:12]2[NH:11][C:10]3[CH:9]=[C:8]([C:15]4[CH:20]=[CH:19][CH:18]=[CH:17][C:16]=4[S:21][CH3:22])[C:7]4[C:23](=[O:27])[NH:24][C:25](=[O:26])[C:6]=4[C:5]=3[C:4]=2[CH:3]=1.C1(S(N2C(C3C=CC=CC=3)O2)(=O)=[O:35])C=CC=CC=1>C1COCC1>[OH:1][C:2]1[CH:14]=[CH:13][C:12]2[NH:11][C:10]3[CH:9]=[C:8]([C:15]4[CH:20]=[CH:19][CH:18]=[CH:17][C:16]=4[S:21]([CH3:22])=[O:35])[C:7]4[C:23](=[O:27])[NH:24][C:25](=[O:26])[C:6]=4[C:5]=3[C:4]=2[CH:3]=1. Procedure details: A mixture of the 9-hydroxy-4-[2-(methylsulfanyl)phenyl]pyrrolo[3,4-c]carbazole-1,3(2H,6H)-dione (508) (34.5 mg, 0.092 mmol), prepared according to example 25, and 2-phenylsulfonyl-3-phenyloxaziridine (Davis reagent) (26.5 mg, 0.102 mmol) in THF (10 mL) was stirred at 20° C. for 2.5 h, then adsorbed directly onto silica gel and chromatographed. Elution with 0–3% MeOH/CH2Cl2 then 3–4% MeOH/CH2Cl2 gave (after crystallisation from THF/CH2Cl2/pentane) the 9-Hydroxy-4-[2-(methylsulfinyl)phenyl]pyrrolo... The reactants are COC(=O)C1=C(C)NC(C)=C(S(=O)c2ccc(OC)cc2)C1c1ccccc1Cl, O=C(OO)c1cccc(Cl)c1, ClCCl. The product is COC(=O)C1=C(C)NC(C)=C(S(=O)(=O)c2ccc(OC)cc2)C1c1ccccc1Cl. RXN SMILES: [Cl:1][c:2]1[c:3]([CH:8]2[C:9]([S:20](=[O:21])[c:22]3[cH:23][cH:24][c:25]([O:28][CH3:29])[cH:26][cH:27]3)=[C:10]([CH3:19])[NH:11][C:12]([CH3:18])=[C:13]2[C:14](=[O:15])[O:16][CH3:17])[cH:4][cH:5][cH:6][cH:7]1.[Cl:30][c:31]1[cH:32][cH:33][cH:34][c:35]([C:36]([O:37][OH:39])=[O:38])[cH:40]1.[Cl:41][CH2:42][Cl:43]>>[Cl:1][c:2]1[c:3]([CH:8]2[C:9]([S:20](=[O:21])([c:22]3[cH:23][cH:24][c:25]([O:28][CH3:29])[cH:26][cH:27]3)=[O:38])=[C:10]([CH3:19])[NH:11][C:12]([CH3:18])=[C:13]2[C:14](=[O:15])[O:16][CH3:17])[cH:4][cH:5][cH:6][cH:7]1. Reaction SMILES: [Br:1][C:2]1[CH:3]=[CH:4][C:5]([C:13]([OH:15])=O)=[N:6][C:7]=1[O:8][CH2:9][CH:10]1[CH2:12][CH2:11]1.Cl.[NH2:17][C:18]([CH2:26][CH3:27])([CH2:24][CH3:25])[C:19]([O:21][CH2:22][CH3:23])=[O:20]>>[CH2:22]([O:21][C:19](=[O:20])[C:18]([NH:17][C:13]([C:5]1[CH:4]=[CH:3][C:2]([Br:1])=[C:7]([O:8][CH2:9][CH:10]2[CH2:11][CH2:12]2)[N:6]=1)=[O:15])([CH2:26][CH3:27])[CH2:24][CH3:25])[CH3:23] |f:1.2|. Reported procedure: The title compound was synthesized in analogy to Example 1, using 5-bromo-6-(cyclopropylmethoxy)-pyridine-2-carboxylic acid (Example 9 d) and ethyl 2-amino-2-ethylbutanoate hydrochloride (CAN 1135219-29-2) as starting materials. MS (EI): m/e=415.0 [M+H]+. The product is C(C)OC(C(CC)(CC)NC(=O)C1=NC(=C(C=C1)Br)OCC1CC1)=O (2-[(5-Bromo-6-cyclopropylmethoxy-pyridine-2-carbonyl)-amino]-2-ethyl-butyric acid ethyl ester). Starting materials: BrC=1C=CC(=NC1OCC1CC1)C(=O)O (5-bromo-6-(cyclopropylmethoxy)-pyridine-2-carboxylic acid), Cl.NC(C(=O)OCC)(CC)CC (ethyl 2-amino-2-ethylbutanoate hydrochloride). Starting materials: C=CCOC(=O)N1CC(C(C)=O)CC1C(=O)O, CCN=C=NCCCN(C)C, CNC, CCOC(C)=O, Cl, C1CCOC1, O, O, On1nnc2ccccc21. The product is C=CCOC(=O)N1CC(C(C)=O)CC1C(=O)N(C)C. Reaction SMILES: [C:1]([CH3:2])(=[O:3])[CH:4]1[CH2:5][CH:6]([C:15](=[O:16])[OH:17])[N:7]([C:9](=[O:10])[O:11][CH2:12][CH:13]=[CH2:14])[CH2:8]1.[CH2:33]([N:34]=[C:35]=[N:36][CH2:37][CH2:38][CH2:39][N:40]([CH3:41])[CH3:42])[CH3:43].[CH3:30][NH:31][CH3:32].[CH3:50][CH2:51][O:52][C:53](=[O:54])[CH3:55].[ClH:29].[O:44]1[CH2:45][CH2:46][CH2:47][CH2:48]1.[OH2:18].[OH2:49].[OH:19][n:20]1[c:21]2[cH:22][cH:23][cH:24][cH:25][c:26]2[n:27][n:28]1>>[C:1]([CH3:2])(=[O:3])[CH:4]1[CH2:5][CH:6]([C:15](=[O:17])[N:31]([CH3:30])[CH3:32])[N:7]([C:9](=[O:10])[O:11][CH2:12][CH:13]=[CH2:14])[CH2:8]1. Starting materials: C(C)(=O)O[BH-](OC(C)=O)OC(C)=O.[Na+] (sodium triacetoxyborohydride), NC1=CC=CC=C1 (aniline), C(C)(=O)O (acetic acid), C(=O)C(CCCCC(=O)OCC)CC1C(C=C(C=C1)OC)=C=O (ethyl 6-forrnyl-7-(4-methoxy-carbonylphenyl)heptanoate). The solvent is O (water), ClCCl (dichloromethane), ClCCl (dichloromethane). Reaction conditions: temperature 0 celsius, time 30 minute. The product is N(C1=CC=CC=C1)CC(CCCCC(=O)OC)CC1=CC=C(C=C1)C(=O)OC (Methyl 7-anilino-6-(4-methoxycarbonylbenzyl)heptanoate). Reaction SMILES: [NH2:1][C:2]1[CH:7]=[CH:6][CH:5]=[CH:4][CH:3]=1.[C:8]([OH:11])(=[O:10])C.[CH:12]([CH:14]([CH2:24][CH:25]1[CH:30]=[CH:29][C:28](OC)=[CH:27][C:26]1=C=O)[CH2:15][CH2:16][CH2:17][CH2:18][C:19]([O:21][CH2:22]C)=[O:20])=O.[C:35](O[BH-](OC(=O)C)OC(=O)C)(=O)C.[Na+]>ClCCl.O>[NH:1]([CH2:12][CH:14]([CH2:24][C:25]1[CH:26]=[CH:27][C:28]([C:8]([O:11][CH3:35])=[O:10])=[CH:29][CH:30]=1)[CH2:15][CH2:16][CH2:17][CH2:18][C:19]([O:21][CH3:22])=[O:20])[C:2]1[CH:7]=[CH:6][CH:5]=[CH:4][CH:3]=1 |f:3.4|. Procedure: 30.0 mg (0.33 mmol) of aniline are dissolved in dichloromethane and 0.02 ml of acetic acid and a solution of 90.6 mg (0.30 mmol) of ethyl 6-forrnyl-7-(4-methoxy-carbonylphenyl)heptanoate (synthesis cf. EP-A-0 341 551, p. 32, Ex. 44) in dichloromethane are added. After 30 minutes at room temperature, the solution is cooled to 0° C., and 87.7 mg (0.41 mmol) of sodium triacetoxyborohydride are added. The reaction mixture is stirred at room temperature for 18 hours, 0.2 ml of water are added and the... Reaction SMILES: [CH3:46][CH2:47][OH:48].[Cl:1][c:2]1[n:3][c:4]([CH3:42])[c:5]([C:6](=[O:7])[NH:8][CH2:9][CH2:10][CH:11]([CH3:12])[N:13]2[CH2:14][CH2:15][CH:16]([NH:19][CH:20]([CH2:21][N:22]3[C:23](=[O:24])[c:25]4[c:26]([cH:27][cH:28][cH:29][cH:30]4)[C:31]3=[O:32])[c:33]3[cH:34][cH:35][cH:36][cH:37][cH:38]3)[CH2:17][CH2:18]2)[c:39]([CH3:41])[cH:40]1.[NH2:44][NH2:45].[OH2:43]>>[Cl:1][c:2]1[n:3][c:4]([CH3:42])[c:5]([C:6](=[O:7])[NH:8][CH2:9][CH2:10][CH:11]([CH3:12])[N:13]2[CH2:14][CH2:15][CH:16]([NH:19][CH:20]([CH2:21][NH2:22])[c:33]3[cH:34][cH:35][cH:36][cH:37][cH:38]3)[CH2:17][CH2:18]2)[c:39]([CH3:41])[cH:40]1. Yields the product Cc1cc(Cl)nc(C)c1C(=O)NCCC(C)N1CCC(NC(CN)c2ccccc2)CC1. Reactants: CCO, Cc1cc(Cl)nc(C)c1C(=O)NCCC(C)N1CCC(NC(CN2C(=O)c3ccccc3C2=O)c2ccccc2)CC1, NN, O. Starting materials: [H][H] (hydrogen), [H][H] (hydrogen), Cl.C(C1=CC=CC=C1)N1C=NC(=C1)CC=C(C1=CC=C(C=C1)C#N)C1=CC=C(C=C1)C#N (1-benzyl-4-[3,3-bis(4-cyanophenyl)-2-propenyl]-1H-imidazole hydrochloride). Reagents/catalysts: [Pd] (Pd/C). The solvent is C(C)O (ethanol). Yields the product C(#N)C1=CC=C(C=C1)C(CCC=1N=CNC1)C1=CC=C(C=C1)C#N (4-[3,3-bis(4-cyanophenyl)propyl]-1H-imidazole). As a reaction SMILES: Cl.C([N:9]1[CH:13]=[C:12]([CH2:14][CH:15]=[C:16]([C:25]2[CH:30]=[CH:29][C:28]([C:31]#[N:32])=[CH:27][CH:26]=2)[C:17]2[CH:22]=[CH:21][C:20]([C:23]#[N:24])=[CH:19][CH:18]=2)[N:11]=[CH:10]1)C1C=CC=CC=1.[H][H]>C(O)C.[Pd]>[C:23]([C:20]1[CH:19]=[CH:18][C:17]([CH:16]([C:25]2[CH:26]=[CH:27][C:28]([C:31]#[N:32])=[CH:29][CH:30]=2)[CH2:15][CH2:14][C:12]2[N:11]=[CH:10][NH:9][CH:13]=2)=[CH:22][CH:21]=1)#[N:24] |f:0.1|. Procedure details: 1 eqv. of 1-benzyl-4-[3,3-bis(4-cyanophenyl)-2-propenyl]-1H-imidazole hydrochloride is dissolved in ethanol (40 ml) and a catalytic aamount of 10% Pd/C is added. The reaction mixture is stirred at 40° C. in a hydrogen atmosphere until the uptake of hydrogen ceases. The mixture is filtered and the filtrate is evaporated to dryness. The residue which is the product is purified by column chromatography methylene chloride-methanol (9:1) as eluent. Starting materials: CCO, NN, O, O=C1Nc2ccccc2C12Cc1ccccc1C2N=Cc1ccccc1. The product is NC1c2ccccc2CC12C(=O)Nc1ccccc12. Reaction SMILES: [CH3:30][CH2:31][OH:32].[NH2:28][NH2:29].[OH2:27].[c:1]1([CH:2]=[N:8][CH:9]2[C:10]3([CH2:11][c:12]4[cH:13][cH:14][cH:15][cH:16][c:17]42)[C:18](=[O:26])[NH:19][c:20]2[cH:21][cH:22][cH:23][cH:24][c:25]23)[cH:3][cH:4][cH:5][cH:6][cH:7]1>>[NH2:8][CH:9]1[C:10]2([CH2:11][c:12]3[cH:13][cH:14][cH:15][cH:16][c:17]31)[C:18](=[O:26])[NH:19][c:20]1[cH:21][cH:22][cH:23][cH:24][c:25]12. The reactants are Cl.COC([C@@H](N)CC1=CC=CC=C1)=O (L-phenylalanine methyl ester hydrochloride), C(=O)C=1NC=CN1 (2-formyl-imidazole). Run in CO.CCOC(=O)C.C(Cl)Cl (CH3OH EtOAc CH2Cl2). The product is COC([C@@H](NC=1N=C(NC1)C)CC1=CC=CC=C1)=O (N-(2-methylimidazolyl)-L-phenylalanine methyl ester), pure product. The yield is 65.0%. RXN SMILES: Cl.[CH3:2][O:3][C:4](=[O:14])[C@H:5]([CH2:7][C:8]1[CH:13]=[CH:12][CH:11]=[CH:10][CH:9]=1)[NH2:6].[CH:15]([C:17]1[NH:18][CH:19]=[CH:20][N:21]=1)=O>CO.CCOC(C)=O.C(Cl)Cl>[CH3:2][O:3][C:4](=[O:14])[C@H:5]([CH2:7][C:8]1[CH:13]=[CH:12][CH:11]=[CH:10][CH:9]=1)[NH:6][C:19]1[N:18]=[C:17]([CH3:15])[NH:21][CH:20]=1 |f:0.1,3.4.5|. Procedure details: N-(2-methylimidazolyl)-L-phenylalanine methyl ester was prepared from L-phenylalanine methyl ester hydrochloride (3.30 mmol) and 2-formyl-imidazole (3.63 mmol) utilizing the procedure of Example 9, first paragraph, to yield, after flash chromatography (3:50:50 v/v/v CH3OH/EtOAc/CH2Cl2 ; SiO2 gel), 0.55 g (65% yield) of pure product. Reactants: resultant mixture, ClC1=CC(=C(C=C1)C1=C(C=NC=C1)CO)F ((4-(4-chloro-2-fluorophenyl)pyridin-3-yl)methanol), [H-].[Na+] (sodium hydride). The solvent is C1CCOC1 (THF), C1CCOC1 (THF). Product: ClC=1C=CC2=C(C1)OCC1=CN=CC=C12 (8-chloro-5H-chromeno[3,4-c]pyridine). The yield is 60.5%. Reaction SMILES: [Cl:1][C:2]1[CH:7]=[CH:6][C:5]([C:8]2[CH:13]=[CH:12][N:11]=[CH:10][C:9]=2[CH2:14][OH:15])=[C:4](F)[CH:3]=1.[H-].[Na+]>C1COCC1>[Cl:1][C:2]1[CH:7]=[CH:6][C:5]2[C:8]3[C:9](=[CH:10][N:11]=[CH:12][CH:13]=3)[CH2:14][O:15][C:4]=2[CH:3]=1 |f:1.2|. Reported procedure: To a cooled solution of (4-(4-chloro-2-fluorophenyl)pyridin-3-yl)methanol (2.89 g, 12.14 mmol) in THF (10 mL) at 0° C. was added a sodium hydride (1.94 g, 48.6 mmol) suspension in THF (10 mL) and the resultant mixture was stirred at 0° C. for 40 min. The reaction was quenched by addition of cold water (15 mL) and extracted with ethyl acetate (3×15 mL). The combined organic extracts were dried with sodium sulfate and concentrated under reduced pressure. The residue so obtained was purified by col...